Dataset: the Open Reaction Database (ORD), a public repository of structured organic reaction records. Task: describe an organic reaction: reactants, conditions, products, and yield Reactants: NS(=O)(=O)c1cc(OCc2ccccc2)ccc1[N+](=O)[O-], CO, [Cl-], [Fe], [NH4+], O. Yields the product Nc1ccc(OCc2ccccc2)cc1S(N)(=O)=O. Reaction SMILES: [CH2:1]([c:2]1[cH:3][cH:4][cH:5][cH:6][cH:7]1)[O:8][c:9]1[cH:10][cH:11][c:12]([N+:19]([O-:20])=[O:21])[c:13]([S:15](=[O:16])(=[O:17])[NH2:18])[cH:14]1.[CH3:24][OH:25].[Cl-:22].[Fe:27].[NH4+:23].[OH2:26]>>[CH2:1]([c:2]1[cH:3][cH:4][cH:5][cH:6][cH:7]1)[O:8][c:9]1[cH:10][cH:11][c:12]([NH2:19])[c:13]([S:15](=[O:16])(=[O:17])[NH2:18])[cH:14]1. Starting materials: [Br-], Br, O=N[O-], CCCC(=O)Nc1n[nH]c2c(F)c(N3CCOCC3)c(N)cc12, [Na+], O. The product is CCCC(=O)Nc1n[nH]c2c(F)c(N3CCOCC3)c(Br)cc12. Reaction SMILES: [Br-:28].[BrH:30].[N:1]([O-:2])=[O:3].[NH2:5][c:6]1[cH:7][c:8]2[c:9]([NH:22][C:23]([CH2:24][CH2:25][CH3:26])=[O:27])[n:10][nH:11][c:12]2[c:13]([F:21])[c:14]1[N:15]1[CH2:16][CH2:17][O:18][CH2:19][CH2:20]1.[Na+:4].[OH2:29]>>[c:6]1([Br:28])[cH:7][c:8]2[c:9]([NH:22][C:23]([CH2:24][CH2:25][CH3:26])=[O:27])[n:10][nH:11][c:12]2[c:13]([F:21])[c:14]1[N:15]1[CH2:16][CH2:17][O:18][CH2:19][CH2:20]1. Reactants: S1C=NC2=C1C=C(C=C2)S(=O)(=O)N[C@@H](CCC2=C(C=CC=C2)NC([C@@H](NC(=O)OC)C(C2=CC=CC=C2)C2=CC=CC=C2)=O)CO[Si](C2=CC=CC=C2)(C2=CC=CC=C2)C(C)(C)C (N-{2-[(3S)-3-[(1,3-benzothiazol-6-ylsulfonyl)amino]-4-{[tert-butyl(diphenyl)silyl]oxy}butyl]phenyl}-Nα-(methoxycarbonyl)-β-phenyl-L-phenylalaninamide), O1N=CC(=C1)CO (isoxazol-4-ylmethanol). Run in C(CC(C)C)O (isoamyl alcohol). The product is S1C=NC2=C1C=C(C=C2)S(=O)(=O)N([C@@H](CCC2=C(C=CC=C2)NC([C@@H](NC(=O)OC)C(C2=CC=CC=C2)C2=CC=CC=C2)=O)CO[Si](C2=CC=CC=C2)(C2=CC=CC=C2)C(C)(C)C)CC=2C=NOC2 (N-{2-[(3S)-3-[(1,3-benzothiazol-6-ylsulfonyl)(isoxazol-4-ylmethyl)amino]-4-{[tert-butyl(diphenyl)silyl]oxy}butyl]phenyl}-Nα-(methoxycarbonyl)-β-phenyl-L-phenylalaninamide). Isolated yield 99.0%. RXN SMILES: [S:1]1[C:5]2[CH:6]=[C:7]([S:10]([NH:13][C@H:14]([CH2:45][O:46][Si:47]([C:60]([CH3:63])([CH3:62])[CH3:61])([C:54]3[CH:59]=[CH:58][CH:57]=[CH:56][CH:55]=3)[C:48]3[CH:53]=[CH:52][CH:51]=[CH:50][CH:49]=3)[CH2:15][CH2:16][C:17]3[CH:22]=[CH:21][CH:20]=[CH:19][C:18]=3[NH:23][C:24](=[O:44])[C@H:25]([CH:31]([C:38]3[CH:43]=[CH:42][CH:41]=[CH:40][CH:39]=3)[C:32]3[CH:37]=[CH:36][CH:35]=[CH:34][CH:33]=3)[NH:26][C:27]([O:29][CH3:30])=[O:28])(=[O:12])=[O:11])[CH:8]=[CH:9][C:4]=2[N:3]=[CH:2]1.[O:64]1[CH:68]=[C:67]([CH2:69]O)[CH:66]=[N:65]1>C(O)CC(C)C>[S:1]1[C:5]2[CH:6]=[C:7]([S:10]([N:13]([CH2:69][C:67]3[CH:66]=[N:65][O:64][CH:68]=3)[C@H:14]([CH2:45][O:46][Si:47]([C:60]([CH3:63])([CH3:62])[CH3:61])([C:54]3[CH:55]=[CH:56][CH:57]=[CH:58][CH:59]=3)[C:48]3[CH:53]=[CH:52][CH:51]=[CH:50][CH:49]=3)[CH2:15][CH2:16][C:17]3[CH:22]=[CH:21][CH:20]=[CH:19][C:18]=3[NH:23][C:24](=[O:44])[C@H:25]([CH:31]([C:38]3[CH:39]=[CH:40][CH:41]=[CH:42][CH:43]=3)[C:32]3[CH:37]=[CH:36][CH:35]=[CH:34][CH:33]=3)[NH:26][C:27]([O:29][CH3:30])=[O:28])(=[O:12])=[O:11])[CH:8]=[CH:9][C:4]=2[N:3]=[CH:2]1. Procedure details: The title compound was prepared in 99% yield from intermediate 35 following the procedure described for the step 9 in scheme 1 corresponding to the synthesis of example 1 but using isoxazol-4-ylmethanol instead isoamyl alcohol. MS: m/z=979.3 (MH+).